Dataset: the Open Reaction Database (ORD), a public repository of structured organic reaction records. Task: describe an organic reaction: reactants, conditions, products, and yield Starting materials: ClC1=C(C(=O)Cl)C=CC(=C1Cl)OC(F)(F)F (2,3-Dichloro4-trifluoromethoxybenzoyl chloride), [Sb](F)(F)F (antimony trifluoride). Reagents/catalysts: [Sb](Cl)(Cl)(Cl)(Cl)Cl (antimony pentachloride). Yields the product ClC1=C(C(=O)F)C=CC(=C1Cl)OC(F)(F)F (2,3-dichloro-4-trifluoromethoxybenzoyl fluoride). Yield: 123.2%. As a reaction SMILES: [Cl:1][C:2]1[C:10]([Cl:11])=[C:9]([O:12][C:13]([F:16])([F:15])[F:14])[CH:8]=[CH:7][C:3]=1[C:4](Cl)=[O:5].[Sb](F)(F)[F:18]>[Sb](Cl)(Cl)(Cl)(Cl)Cl>[Cl:1][C:2]1[C:10]([Cl:11])=[C:9]([O:12][C:13]([F:16])([F:15])[F:14])[CH:8]=[CH:7][C:3]=1[C:4]([F:18])=[O:5]. Reported procedure: 2,3-Dichloro4-trifluoromethoxybenzoyl chloride (17.2 g) was added to a mixture of antimony trifluoride (10.6 g) and antimony pentachloride (1 g). The mixture was heated at reflux for 10 mins then flash distilled to give crude 2,3-dichloro-4-trifluoromethoxybenzoyl fluoride (20 g) as a semi-solid bp 211°-215° C. Reactants: FC(C(=O)O)(F)F (Trifluoroacetic acid), C(#N)C=1C=C(C=CC1OC(C)C)C1=NC(=NO1)C=1C(=C2CCN(C(C2=CC1)CCCC(=O)O)C(=O)OC(C)(C)C)C (4-(6-(5-{3-cyano-4-[(1-methylethyl)oxy]phenyl}-1,2,4-oxadiazol-3-yl)-2-{[(1,1-dimethylethyl)oxy]carbonyl}-5-methyl-1,2,3,4-tetrahydro-1-isoquinolinyl)butanoic acid). Run in ClCCl (dichloromethane). Conditions: temperature 25 celsius, time 1 hour. The product is FC(C(=O)O)(F)F.C(#N)C=1C=C(C=CC1OC(C)C)C1=NC(=NO1)C=1C(=C2CCNC(C2=CC1)CCCC(=O)O)C (4-[6-(5-{3-Cyano-4-[(1-methylethyl)oxy]phenyl}-1,2,4-oxadiazol-3-yl)-5-methyl-1,2,3,4-tetrahydro-1-isoquinolinyl]butanoic acid trifluoroacetate). Yield: 72.7%. As a reaction SMILES: [F:1][C:2]([F:7])([F:6])[C:3]([OH:5])=[O:4].[C:8]([C:10]1[CH:11]=[C:12]([C:20]2[O:24][N:23]=[C:22]([C:25]3[C:26]([CH3:48])=[C:27]4[C:32](=[CH:33][CH:34]=3)[CH:31]([CH2:35][CH2:36][CH2:37][C:38]([OH:40])=[O:39])[N:30](C(OC(C)(C)C)=O)[CH2:29][CH2:28]4)[N:21]=2)[CH:13]=[CH:14][C:15]=1[O:16][CH:17]([CH3:19])[CH3:18])#[N:9]>ClCCl>[F:1][C:2]([F:7])([F:6])[C:3]([OH:5])=[O:4].[C:8]([C:10]1[CH:11]=[C:12]([C:20]2[O:24][N:23]=[C:22]([C:25]3[C:26]([CH3:48])=[C:27]4[C:32](=[CH:33][CH:34]=3)[CH:31]([CH2:35][CH2:36][CH2:37][C:38]([OH:40])=[O:39])[NH:30][CH2:29][CH2:28]4)[N:21]=2)[CH:13]=[CH:14][C:15]=1[O:16][CH:17]([CH3:19])[CH3:18])#[N:9] |f:3.4|. Procedure details: Trifluoroacetic acid (1.0 ml, 13.0 mmol) was added dropwise at 25° C. under nitrogen to a solution of 4-(6-(5-{3-cyano-4-[(1-methylethyl)oxy]phenyl}-1,2,4-oxadiazol-3-yl)-2-{[(1,1-dimethylethyl)oxy]carbonyl}-5-methyl-1,2,3,4-tetrahydro-1-isoquinolinyl)butanoic acid (Preparation 32; 102 mg, 0.182 mmol) in dichloromethane (4.0 ml) and the resulting mixture was stirred at 25° C. for 1 h. The solvent was removed, and the residue co-evaporated with toluene followed by trituration with diethyl ether t... The reactants are ClC1=CC2=C(C(=N1)C1=NC=CN=C1)N(C(=N2)N2[C@@H](COCC2)C2=CC=CC=C2)C[C@@H]2CC[C@H](CC2)C (6-chloro-3-[(trans-4-methylcyclohexyl)methyl]-2-[(3R)-3-phenylmorpholin-4-yl]-4-(pyrazin-2-yl)-3H-imidazo[4,5-c]pyridine), CN(C)C=O (DMF). The reagents and catalysts are [C-]#N.[C-]#N.[Zn+2] (Zn(CN)2). Conditions: temperature 140 celsius. Yields the product C[C@@H]1CC[C@H](CC1)CN1C(=NC2=C1C(=NC(=C2)C#N)C2=NC=CN=C2)N2[C@@H](COCC2)C2=CC=CC=C2 (3-[(trans-4-methylcyclohexyl)methyl]-2-[(3R)-3-phenylmorpholin-4-yl]-4-(pyrazin-2-yl)-3H-imidazo[4,5-c]pyridine-6-carbonitrile). As a reaction SMILES: Cl[C:2]1[N:7]=[C:6]([C:8]2[CH:13]=[N:12][CH:11]=[CH:10][N:9]=2)[C:5]2[N:14]([CH2:29][C@H:30]3[CH2:35][CH2:34][C@H:33]([CH3:36])[CH2:32][CH2:31]3)[C:15]([N:17]3[CH2:22][CH2:21][O:20][CH2:19][C@H:18]3[C:23]3[CH:28]=[CH:27][CH:26]=[CH:25][CH:24]=3)=[N:16][C:4]=2[CH:3]=1.[CH3:37][N:38](C=O)C>[C-]#N.[C-]#N.[Zn+2]>[CH3:36][C@H:33]1[CH2:34][CH2:35][C@H:30]([CH2:29][N:14]2[C:5]3[C:6]([C:8]4[CH:13]=[N:12][CH:11]=[CH:10][N:9]=4)=[N:7][C:2]([C:37]#[N:38])=[CH:3][C:4]=3[N:16]=[C:15]2[N:17]2[CH2:22][CH2:21][O:20][CH2:19][C@H:18]2[C:23]2[CH:28]=[CH:27][CH:26]=[CH:25][CH:24]=2)[CH2:31][CH2:32]1 |f:2.3.4|. Procedure details: To a sealable tube were added 6-chloro-3-[(trans-4-methylcyclohexyl)methyl]-2-[(3R)-3-phenylmorpholin-4-yl]-4-(pyrazin-2-yl)-3H-imidazo[4,5-c]pyridine (250 mg, 0.497 mmol) and Zn(CN)2 (46 mg, 0.397 mmol). DMF (4 mL) was added, and the mixture was purged with nitrogen for 5 minutes. Pd(dppf)Cl2 dichloromethane complex (20.2 mg, 0.024 mmol) was added, and the mixture was degassed with nitrogen again for 5 minutes. The tube was sealed and heated to 140° C. for 2.5 hours. The reaction mixture was co...